From a dataset of the Open Reaction Database (ORD), a public repository of structured organic reaction records. describe an organic reaction: reactants, conditions, products, and yield Reactants: C(=O)([O-])[O-].[K+].[K+] (K2CO3), FC1=CC=CC2=C1N1C(C3(O2)CCN(CC3)C(C(F)(F)F)=O)=CC=C1C#N (9′-fluoro-1-(2,2,2-trifluoroacetyl)spiro[piperidine-4,4′-pyrrolo[2,1-c][1,4]benzoxazine]-1′-carbonitrile), O (Water). The solvent is CO (MeOH). The product is FC1=CC=CC=2OC3(CCNCC3)C=3N(C21)C(=CC3)C#N (9-Fluorospiro[benzo[b]pyrrolo[1,2-d][1,4]oxazine-4,4′-piperidine]-1-carbonitrile). As a reaction SMILES: [F:1][C:2]1[C:7]2[N:8]3[C:25]([C:26]#[N:27])=[CH:24][CH:23]=[C:9]3[C:10]3([CH2:16][CH2:15][N:14](C(=O)C(F)(F)F)[CH2:13][CH2:12]3)[O:11][C:6]=2[CH:5]=[CH:4][CH:3]=1.C([O-])([O-])=O.[K+].[K+].O>CO>[F:1][C:2]1[C:7]2[N:8]3[C:25]([C:26]#[N:27])=[CH:24][CH:23]=[C:9]3[C:10]3([CH2:16][CH2:15][NH:14][CH2:13][CH2:12]3)[O:11][C:6]=2[CH:5]=[CH:4][CH:3]=1 |f:1.2.3|. Procedure details: To a solution of 9′-fluoro-1-(2,2,2-trifluoroacetyl)spiro[piperidine-4,4′-pyrrolo[2,1-c][1,4]benzoxazine]-1′-carbonitrile (170 mg, 0.45 mmol) dissolved in MeOH (2.7 mL) was added K2CO3 (130 mg, 0.94 mmol) in one portion at rt. The reaction was monitored by LCMS until no starting material remained. Water was added (10 mL), and the organic solvent removed under vacuum. The product was extracted with dichloromethane (3×30 mL), the organic phases were combined, dried with sodium sulfate, filtered, c... Starting materials: BrB(Br)Br, CCOC(=O)c1cncc(C2=C(c3cc(Cl)ccc3OC)CCC2)c1, ClCCl. The product is CCOC(=O)c1cncc(C2=C(c3cc(Cl)ccc3O)CCC2)c1. Reaction SMILES: [B:26]([Br:27])([Br:28])[Br:29].[CH2:1]([CH3:2])[O:3][C:4]([c:5]1[cH:6][n:7][cH:8][c:9]([C:11]2=[C:12]([c:16]3[c:17]([O:23][CH3:24])[cH:18][cH:19][c:20]([Cl:22])[cH:21]3)[CH2:13][CH2:14][CH2:15]2)[cH:10]1)=[O:25].[Cl:30][CH2:31][Cl:32]>>[CH2:1]([CH3:2])[O:3][C:4]([c:5]1[cH:6][n:7][cH:8][c:9]([C:11]2=[C:12]([c:16]3[c:17]([OH:23])[cH:18][cH:19][c:20]([Cl:22])[cH:21]3)[CH2:13][CH2:14][CH2:15]2)[cH:10]1)=[O:25]. Starting materials: O1C(=O)C(=CC2=CC=CC=C12)C(=O)N[C@@H](CC1=CC=C(C=C1)OC)C(=O)OC (Methyl N-(Coumarin-3-Carbonyl)-O4-Methyl-L-Tyrosinate), [OH-].[Na+] (sodium hydroxide). The solvent is CO (methanol). The product is O1C(=O)C(=CC2=CC=CC=C12)C(=O)N[C@@H](CC1=CC=C(C=C1)OC)C(=O)O (N-(Coumarin-3-Carbonyl)-O4-Methyl-L-Tyrosine). Yield: 80.7%. Reaction SMILES: [O:1]1[C:11]2[C:6](=[CH:7][CH:8]=[CH:9][CH:10]=2)[CH:5]=[C:4]([C:12]([NH:14][C@H:15]([C:25]([O:27]C)=[O:26])[CH2:16][C:17]2[CH:22]=[CH:21][C:20]([O:23][CH3:24])=[CH:19][CH:18]=2)=[O:13])[C:2]1=[O:3].[OH-].[Na+]>CO>[O:1]1[C:11]2[C:6](=[CH:7][CH:8]=[CH:9][CH:10]=2)[CH:5]=[C:4]([C:12]([NH:14][C@H:15]([C:25]([OH:27])=[O:26])[CH2:16][C:17]2[CH:18]=[CH:19][C:20]([O:23][CH3:24])=[CH:21][CH:22]=2)=[O:13])[C:2]1=[O:3] |f:1.2|. Procedure details: The same procedures as in Example 90 were carried out from the compound obtained in Example 52 (2.7 g), 1 mol/L of an aqueous sodium hydroxide solution (11 mL), and methanol (110 mL), to give the captioned compound (2.1 g, 80%) as crystals. Procedure details: Tris(triphenylphosphine)ruthenium (II) chloride (1.9 mg, 2 μmol, 0.5 mol %) and a chiral ligand (M=Ru, R=i-Pr, Ar=C6H5—, 1.3 μmol, 0.33 mol %) were dissolved in xylene (3 mL) under nitrogen atmosphere, and then heated and stirred for 1 h at 140° C. After the mixture was cooled to room temperature, pentanophenone (0.4 mmol), xylene (2 mL) and a solution of potassium hydroxide in methanol (0.4 mL, 0.2 M) were added thereto. Thereafter, the reaction system was placed in an autoclave, and stirred fo... Solvent: CO (methanol), C=1(C(=CC=CC1)C)C (xylene), C=1(C(=CC=CC1)C)C (xylene). Reaction conditions: temperature 140 celsius, time 1 hour. Starting materials: C(CCCC)(=O)C1=CC=CC=C1 (pentanophenone), [OH-].[K+] (potassium hydroxide), Tris(triphenylphosphine)ruthenium (II) chloride. RXN SMILES: [C:1]([C:7]1[CH:12]=[CH:11][CH:10]=[CH:9][CH:8]=1)(=[O:6])[CH2:2][CH2:3][CH2:4][CH3:5].[OH-].[K+]>C1(C)C(C)=CC=CC=1.CO>[C:7]1([CH:1]([OH:6])[CH2:2][CH2:3][CH2:4][CH3:5])[CH:12]=[CH:11][CH:10]=[CH:9][CH:8]=1 |f:1.2|. Yields the product C1(=CC=CC=C1)C(CCCC)O (1-phenylpentanol). The reactants are D3, OC1=C2C=CC3=C(C=C(C4=CC=C(C(=C1)O)C2=C43)S(=O)(=O)[O-])S(=O)(=O)[O-].[Na+].[Na+] (sodium 6,8-dihydroxypyrene-1,3-disulfonate), C(C)(=O)[O-].[Na+] (sodium acetate), C(C)(=O)OC(C)=O (acetic anhydride), D2, C(C)(=O)[O-].[Na+] (sodium acetate). The solvent is CN(C)C=O (DMF). Conditions: time 48 hour. Product: [Na+].C(C)(=O)OC1=C2C=CC3=C(C=C(C4=CC=C(C(=C1)OC(C)=O)C2=C43)S(=O)(=O)[O-])S(=O)(=O)[O-].[Na+] (6,8-Diacetoxypyrene-1,3-disulfonic acid sodium salt), powder. RXN SMILES: [C:1]([O-:4])(=[O:3])[CH3:2].[Na+:5].[OH:6][C:7]1[CH:20]=[C:19](O)[C:18]2[C:22]3=[C:23]4[C:11](=[C:12]([S:28]([O-:31])(=[O:30])=[O:29])[CH:13]=[C:14]([S:24]([O-:27])(=[O:26])=[O:25])[C:15]4=[CH:16][CH:17]=2)[CH:10]=[CH:9][C:8]=13.[Na+].[Na+].[C:34](OC(=O)C)(=[O:36])[CH3:35]>CN(C=O)C>[Na+:5].[C:1]([O:4][C:19]1[CH:20]=[C:7]([O:6][C:34](=[O:36])[CH3:35])[C:8]2[C:22]3=[C:23]4[C:15](=[C:14]([S:24]([O-:27])(=[O:25])=[O:26])[CH:13]=[C:12]([S:28]([O-:31])(=[O:29])=[O:30])[C:11]4=[CH:10][CH:9]=2)[CH:16]=[CH:17][C:18]=13)(=[O:3])[CH3:2].[Na+:5] |f:0.1,2.3.4,7.8.9|. Reported procedure: Compound (2) was prepared by the protocol already published [D2], but modified here. The modification was that sodium acetate was used [D3]. A mixture of sodium 6,8-dihydroxypyrene-1,3-disulfonate (1) (4.452 g, 10.16 mmol), sodium acetate (83.0 mg, 1.016 mmol) and acetic anhydride (5.8 mL) in DMF (250 mL) was stirred intensively at room temperature for 48 h with the exclusion of light. The reaction mixture was filtered through a Celite-kieselguhr bed (h=0.5 cm), and DMF was stripped off on a rot... The reactants are COC(C)=O, [H][H], NC(=C1Sc2ccccc2C1=O)c1ccccc1[N+](=O)[O-], C1CCOC1. Product: NC(=C1Sc2ccccc2C1=O)c1ccccc1N. RXN SMILES: [C:24]([O:25][CH3:26])(=[O:27])[CH3:28].[H:22][H:23].[NH2:1][C:2](=[C:3]1[C:4](=[O:12])[c:5]2[c:6]([cH:8][cH:9][cH:10][cH:11]2)[S:7]1)[c:13]1[c:14]([N+:19]([O-:20])=[O:21])[cH:15][cH:16][cH:17][cH:18]1.[O:29]1[CH2:30][CH2:31][CH2:32][CH2:33]1>>[NH2:1][C:2](=[C:3]1[C:4](=[O:12])[c:5]2[c:6]([cH:8][cH:9][cH:10][cH:11]2)[S:7]1)[c:13]1[c:14]([NH2:19])[cH:15][cH:16][cH:17][cH:18]1. The reactants are CCO, Fc1ccc2ccn(CC3CN(C(c4ccccc4)c4ccccc4)C3)c2c1, O=C[O-], [NH4+]. Product: Fc1ccc2ccn(CC3CNC3)c2c1. As a reaction SMILES: [CH3:33][CH2:34][OH:35].[CH:1]([c:2]1[cH:3][cH:4][cH:5][cH:6][cH:7]1)([c:8]1[cH:9][cH:10][cH:11][cH:12][cH:13]1)[N:14]1[CH2:15][CH:16]([CH2:18][n:19]2[cH:20][cH:21][c:22]3[cH:23][cH:24][c:25]([F:28])[cH:26][c:27]23)[CH2:17]1.[CH:29]([O-:30])=[O:31].[NH4+:32]>>[NH:14]1[CH2:15][CH:16]([CH2:18][n:19]2[cH:20][cH:21][c:22]3[cH:23][cH:24][c:25]([F:28])[cH:26][c:27]23)[CH2:17]1. Starting materials: C1(=CC=CC=C1)C1(CCC1)C(=O)Cl (1-phenylcyclobutanecarbonyl chloride), CN1CC(CC1)O (1-methyl-3-hydroxypyrrolidine). Run in CS(=O)C.C(=O)(C(F)(F)F)O (DMSO TFA). The product is Cl.C1(=CC=CC=C1)C1(CCC1)C(=O)OC1CN(CC1)C (1-Methyl-3-pyrrolidinyl 1-phenylcyclobutanecarboxylate Hydrochloride). Reaction SMILES: [C:1]1([C:7]2([C:11]([Cl:13])=[O:12])[CH2:10][CH2:9][CH2:8]2)[CH:6]=[CH:5][CH:4]=[CH:3][CH:2]=1.[CH3:14][N:15]1[CH2:19][CH2:18][CH:17]([OH:20])[CH2:16]1>CS(C)=O.C(O)(C(F)(F)F)=O>[ClH:13].[C:1]1([C:7]2([C:11]([O:20][CH:17]3[CH2:18][CH2:19][N:15]([CH3:14])[CH2:16]3)=[O:12])[CH2:10][CH2:9][CH2:8]2)[CH:6]=[CH:5][CH:4]=[CH:3][CH:2]=1 |f:2.3,4.5|. Procedure details: The title compound was prepared in an analogous manner to that in Example 36 by reacting 1-phenylcyclobutanecarbonyl chloride with 1-methyl-3-hydroxypyrrolidine at 80° C. for 17 h. The yield was 1.1 g (67%); mp 153-155° C.; 1H NMR (DMSO-d6, 1% TFA) δ 1.83 (m, 1.5H), 1.96 (m, 1.5H), 2.17 (m, 0.5H), 2.38-2.51 (m, 2.5H), 2.64 (t, 1.5H), 2.73-2.92 (m, 4H), 2.97 (m, 0.5H), 3.06 (m, 0.5H), 3.32 (m, 0.5H), 3.54 (m, 1.5H), 3.76 (m, 0.5H), 5.26 (m, 1H), 7.23-7.39 (m, 5H). Anal. (C16H21NO2.HCl) C, H, N. T... Reactants: C(C)(C)(C)OC(=O)C1(CCCC1)N(S(=O)(=O)C1=CC=C(C=C1)OC1=CC=C(C=C1)F)C=CC(=O)OCC (1-{(2-Ethoxycarbonyl-vinyl)-[4-(4-fluoro-phenoxy)-benzenesulfonyl]-amino}-cyclopentanecarboxylic acid tert-butyl ester). The reagents and catalysts are [Pd] (Pd/C). Solvent: C(C)O (ethanol). Yields the product C(C)(C)(C)OC(=O)C1(CCCC1)N(S(=O)(=O)C1=CC=C(C=C1)OC1=CC=C(C=C1)F)CCC(=O)OCC (1-{(2-Ethoxycarbonyl-ethyl)-[4-(4-fluoro-phenoxy)-benzenesulfonyl]-amino}-cyclopentanecarboxylic acid tert-butyl ester), oil. Isolated yield 71.0%. RXN SMILES: [C:1]([O:5][C:6]([C:8]1([N:13]([CH:31]=[CH:32][C:33]([O:35][CH2:36][CH3:37])=[O:34])[S:14]([C:17]2[CH:22]=[CH:21][C:20]([O:23][C:24]3[CH:29]=[CH:28][C:27]([F:30])=[CH:26][CH:25]=3)=[CH:19][CH:18]=2)(=[O:16])=[O:15])[CH2:12][CH2:11][CH2:10][CH2:9]1)=[O:7])([CH3:4])([CH3:3])[CH3:2]>C(O)C.[Pd]>[C:1]([O:5][C:6]([C:8]1([N:13]([CH2:31][CH2:32][C:33]([O:35][CH2:36][CH3:37])=[O:34])[S:14]([C:17]2[CH:22]=[CH:21][C:20]([O:23][C:24]3[CH:25]=[CH:26][C:27]([F:30])=[CH:28][CH:29]=3)=[CH:19][CH:18]=2)(=[O:15])=[O:16])[CH2:12][CH2:11][CH2:10][CH2:9]1)=[O:7])([CH3:4])([CH3:3])[CH3:2]. Reported procedure: A solution of 1-{(2-Ethoxycarbonyl-vinyl)-[4-(4-fluoro-phenoxy)-benzenesulfonyl]-amino}-cyclopentanecarboxylic acid tert-butyl ester (1.23 g, 2.3 mmole) in 50 mL ethanol with 723 mg 5% Pd/C catalyst was hydrogenated at ambient temperature until HPLC indicated that the reaction was complete. The catalyst was filtered and the filtrate evaporated to give an oil which was submitted to chromatography over silica gel, eluting with 105 ethyl acetate in hexane. 1-{(2-Ethoxycarbonyl-ethyl)-[4-(4-fluoro-p... The reactants are solution, Cl (hydrogen chloride), CN1C(CCC1)CCOC1=C(C=CC=C1)CCCCCC1=CC=CC=C1 (1-methyl-2-{2-[2-(5-phenylpentyl)phenoxy]ethyl}pyrrolidine). The solvent is O1CCOCC1 (dioxane), O1CCOCC1 (dioxane). The product is Cl.CN1C(CCC1)CCOC1=C(C=CC=C1)CCCCCC1=CC=CC=C1 (1-Methyl-2-{2-[2-(5-phenylpentyl)phenoxy]ethyl}pyrrolidine hydrochloride). Reaction SMILES: [CH3:1][N:2]1[CH2:6][CH2:5][CH2:4][CH:3]1[CH2:7][CH2:8][O:9][C:10]1[CH:15]=[CH:14][CH:13]=[CH:12][C:11]=1[CH2:16][CH2:17][CH2:18][CH2:19][CH2:20][C:21]1[CH:26]=[CH:25][CH:24]=[CH:23][CH:22]=1.[ClH:27]>O1CCOCC1>[ClH:27].[CH3:1][N:2]1[CH2:6][CH2:5][CH2:4][CH:3]1[CH2:7][CH2:8][O:9][C:10]1[CH:15]=[CH:14][CH:13]=[CH:12][C:11]=1[CH2:16][CH2:17][CH2:18][CH2:19][CH2:20][C:21]1[CH:22]=[CH:23][CH:24]=[CH:25][CH:26]=1 |f:3.4|. Procedure: 125 mg of 1-methyl-2-{2-[2-(5-phenylpentyl)phenoxy]ethyl}pyrrolidine [prepared as described in step (a) above] were dissolved in 3 ml of dioxane, and 0.13 ml of a 4N solution of hydrogen chloride in dioxane was added to the solution. The resulting mixture was then shaken and concentrated by distillation under reduced pressure. Pentane was added to the resulting concentrate, and the mixture was agitated and then concentrated by distillation under reduced pressure. This operation was repeated twic...